From a dataset of the Open Reaction Database (ORD), a public repository of structured organic reaction records. describe an organic reaction: reactants, conditions, products, and yield The reactants are P(=O)(OC1=CC=CC=C1)(Cl)Cl (phenyl dichlorophosphate), Cl (hydrochloric acid), Cl.C1(=CC=CC=C1)C(C1=CC=CC=C1)OC(=O)C1=C(CS[C@H]2N1C([C@H]2N)=O)OS(=O)(=O)C (7β-amino-3-methanesulfonyloxy-3-cephem-4-carboxylic acid diphenylmethyl ester hydrochloride), C(C)(C)(C)OC(=O)NC=1SC=C(N1)/C(/C(=O)O)=C/CC ((Z)-2-(2-t-butoxycarbonylaminothiazol-4-yl)-2-pentenoic acid), CN1CCOCC1 (N-methylmorpholine). Solvent: ClCCl (dichloromethane). The product is C1(=CC=CC=C1)C(C1=CC=CC=C1)OC(=O)C1=C(CS[C@H]2N1C([C@H]2NC(\C(=C/CC)\C=2N=C(SC2)NC(=O)OC(C)(C)C)=O)=O)OS(=O)(=O)C (7β-[(Z)-2-(2-t-butoxycarbonylaminothiazol-4-yl)-2-pentenoylamino]-3-methanesulfonyloxy-3-cephem-4-carboxylic acid diphenylmethyl ester). Isolated yield 90.4%. As a reaction SMILES: Cl.[C:2]1([CH:8]([O:15][C:16]([C:18]2[N:23]3[C:24](=[O:27])[C@@H:25]([NH2:26])[C@H:22]3[S:21][CH2:20][C:19]=2[O:28][S:29]([CH3:32])(=[O:31])=[O:30])=[O:17])[C:9]2[CH:14]=[CH:13][CH:12]=[CH:11][CH:10]=2)[CH:7]=[CH:6][CH:5]=[CH:4][CH:3]=1.[C:33]([O:37][C:38]([NH:40][C:41]1[S:42][CH:43]=[C:44](/[C:46](=[CH:50]/[CH2:51][CH3:52])/[C:47](O)=[O:48])[N:45]=1)=[O:39])([CH3:36])([CH3:35])[CH3:34].CN1CCOCC1.P(Cl)(Cl)(OC1C=CC=CC=1)=O.Cl>ClCCl>[C:2]1([CH:8]([O:15][C:16]([C:18]2[N:23]3[C:24](=[O:27])[C@@H:25]([NH:26][C:47](=[O:48])/[C:46](/[C:44]4[N:45]=[C:41]([NH:40][C:38]([O:37][C:33]([CH3:36])([CH3:35])[CH3:34])=[O:39])[S:42][CH:43]=4)=[CH:50]\[CH2:51][CH3:52])[C@H:22]3[S:21][CH2:20][C:19]=2[O:28][S:29]([CH3:32])(=[O:31])=[O:30])=[O:17])[C:9]2[CH:10]=[CH:11][CH:12]=[CH:13][CH:14]=2)[CH:3]=[CH:4][CH:5]=[CH:6][CH:7]=1 |f:0.1|. Procedure: To a suspension of 7β-amino-3-methanesulfonyloxy-3-cephem-4-carboxylic acid diphenylmethyl ester hydrochloride (1.49 g: 3 mMol.) and (Z)-2-(2-t-butoxycarbonylaminothiazol-4-yl)-2-pentenoic acid (1.03 g: 3.45 mMol.) in dichloromethane (30 ml) is added at -30° C. N-methylmorpholine (1.1 ml : 10 mMol.) and, after 2 minutes, phenyl dichlorophosphate (0.49 ml: 3.27 mMol.), and the mixture is stirred at the same temperature for 1 hour and 20 minutes. The reaction mixture is mixed with 1N-hydrochloric ... The reactants are BrB(Br)Br, COc1ccc(Cl)c(-c2cc3nnc(Nc4ccc(OCCN5CCCC5)cc4)nc3cc2C)c1, ClCCl. Product: Cc1cc2nc(Nc3ccc(OCCN4CCCC4)cc3)nnc2cc1-c1cc(O)ccc1Cl. Reaction SMILES: [B:36]([Br:37])([Br:38])[Br:39].[Cl:1][c:2]1[c:3](-[c:10]2[cH:11][c:12]3[c:13]([n:14][c:15]([NH:18][c:19]4[cH:20][cH:21][c:22]([O:25][CH2:26][CH2:27][N:28]5[CH2:29][CH2:30][CH2:31][CH2:32]5)[cH:23][cH:24]4)[n:16][n:17]3)[cH:33][c:34]2[CH3:35])[cH:4][c:5]([O:8][CH3:9])[cH:6][cH:7]1.[Cl:40][CH2:41][Cl:42]>>[Cl:1][c:2]1[c:3](-[c:10]2[cH:11][c:12]3[c:13]([n:14][c:15]([NH:18][c:19]4[cH:20][cH:21][c:22]([O:25][CH2:26][CH2:27][N:28]5[CH2:29][CH2:30][CH2:31][CH2:32]5)[cH:23][cH:24]4)[n:16][n:17]3)[cH:33][c:34]2[CH3:35])[cH:4][c:5]([OH:8])[cH:6][cH:7]1.